Task: describe an organic reaction: reactants, conditions, products, and yield. Dataset: the Open Reaction Database (ORD), a public repository of structured organic reaction records Reactants: C(=O)NCC#CC=1C=CC(=NC1)C#CCNC=O (N-(3-{5-[3-(Formamido)prop-1-ynyl]pyridin-2-yl}prop-2-ynyl)formamide), Pd Al2O3. Run in CO (methanol). Reaction conditions: time 5 hour. Yields the product C(=O)NCCCC=1C=CC(=NC1)CCCNC=O (N-(3-{5-[3-(Formylamino)propyl]pyridin-2-yl}propyl)formamide). As a reaction SMILES: [CH:1]([NH:3][CH2:4][C:5]#[C:6][C:7]1[CH:8]=[CH:9][C:10]([C:13]#[C:14][CH2:15][NH:16][CH:17]=[O:18])=[N:11][CH:12]=1)=[O:2]>CO>[CH:1]([NH:3][CH2:4][CH2:5][CH2:6][C:7]1[CH:8]=[CH:9][C:10]([CH2:13][CH2:14][CH2:15][NH:16][CH:17]=[O:18])=[N:11][CH:12]=1)=[O:2]. Procedure: A mixture of N-(3-{5-[3-(formamido)prop-1-ynyl]pyridin-2-yl}prop-2-ynyl)formamide (9-1) (28 g) and 5% Pd/Al2O3 (2.8 g) in methanol (350 mL) was hydrogenated at 40 psi at ambient temperature for 5 h. The mixture was filtered through Solka Floc. The filtrate was concentrated to afford 13-1 as an oil. The reactants are [N+](=O)([O-])C1=C(C#N)C=CC(=C1)C1=CC=NN1 (2-nitro-4-(1H-pyrazol-5-yl)benzonitrile), OC[C@H](C)NC(OC(C)(C)C)=O ((S)-tert-butyl 1-hydroxypropan-2-ylcarbamate). Product: N[C@H](CN1N=C(C=C1)C1=CC(=C(C#N)C=C1)[N+](=O)[O-])C ((S)-4-(1-(2-aminopropyl)-1H-pyrazol-3-yl)-2-nitrobenzonitrile). Yield: 71.0%. RXN SMILES: [N+:1]([C:4]1[CH:11]=[C:10]([C:12]2[NH:16][N:15]=[CH:14][CH:13]=2)[CH:9]=[CH:8][C:5]=1[C:6]#[N:7])([O-:3])=[O:2].O[CH2:18][C@@H:19]([NH:21]C(=O)OC(C)(C)C)[CH3:20]>>[NH2:21][C@@H:19]([CH3:20])[CH2:18][N:15]1[CH:14]=[CH:13][C:12]([C:10]2[CH:9]=[CH:8][C:5]([C:6]#[N:7])=[C:4]([N+:1]([O-:3])=[O:2])[CH:11]=2)=[N:16]1. Reported procedure: (S)-4-(1-(2-aminopropyl)-1H-pyrazol-3-yl)-2-nitrobenzonitrile was prepared using the method of Example 34(c) starting from 2-nitro-4-(1H-pyrazol-5-yl)benzonitrile (2.0 g, 9.34 mmol) and (S)-tert-butyl 1-hydroxypropan-2-ylcarbamate (1.6 g, 9.13 mmol). Yield 71.0%. H-NMR (400 MHz; DMSO-d6): 0.98 (d, 3H), 3.23-3.33 (m, 1H), 4.01-4.12 (m, 2H), 7.08 (d, 1H), 7.90 (d, 1H), 8.19 (d, 1H), 8.34 (dd, 1H), 8.69 (d, HA).